describe an organic reaction: reactants, conditions, products, and yield From a dataset of the Open Reaction Database (ORD), a public repository of structured organic reaction records. The reactants are OC1=C(C=CC=C1)C=1N=NSC1C(=O)OCC (4-(2-hydroxyphenyl)5-carboethoxy-1,2,3-thiadiazole), C(C)O (ethanol), [OH-].[Na+] (sodium hydroxide). Solvent: O (water). Yields the product OC1=C(C=CC=C1)C=1N=NSC1C(=O)O (4-(2-hydroxyphenyl)5-carboxy-1,2,3-thiadiazole). RXN SMILES: [OH:1][C:2]1[CH:7]=[CH:6][CH:5]=[CH:4][C:3]=1[C:8]1[N:9]=[N:10][S:11][C:12]=1[C:13]([O:15]CC)=[O:14].C(O)C.[OH-].[Na+]>O>[OH:1][C:2]1[CH:7]=[CH:6][CH:5]=[CH:4][C:3]=1[C:8]1[N:9]=[N:10][S:11][C:12]=1[C:13]([OH:15])=[O:14] |f:2.3|. Reported procedure: To a solution of 10 g. of 4-(2-hydroxyphenyl)5-carboethoxy-1,2,3-thiadiazole in 500 ml. of ethanol is added a solution of 5 g. of sodium hydroxide in 25 ml. of water. The reaction mixture is refluxed for 4 hours and then evaporated to a small volume under vacuo. It is then cooled, diluted with water and extracted with ether to eliminate unsaponifiable products. The aqueous phase is acidified with 10% hydrochloric acid solution and extracted with ethyl acetate. The combined ethyl acetate extracts... Starting materials: BrC1=CC=C(C=C1)C1=NC=C(C=N1)O (2-(4-bromophenyl)-pyrimidin-5-ol), [Na+].CS(=O)[O-] (methanesulfinic acid sodium salt). Run in CS(=O)C (DMSO). Product: CS(=O)(=O)C1=CC=C(C=C1)C1=NC=C(C=N1)O (2-[4-(methylsulfonyl)phenyl]-5-pyrimidinol). Yield: 24.5%. As a reaction SMILES: Br[C:2]1[CH:7]=[CH:6][C:5]([C:8]2[N:13]=[CH:12][C:11]([OH:14])=[CH:10][N:9]=2)=[CH:4][CH:3]=1.[Na+].[CH3:16][S:17]([O-:19])=[O:18]>CS(C)=O>[CH3:16][S:17]([C:2]1[CH:7]=[CH:6][C:5]([C:8]2[N:13]=[CH:12][C:11]([OH:14])=[CH:10][N:9]=2)=[CH:4][CH:3]=1)(=[O:19])=[O:18] |f:1.2|. Procedure: 2-[4-(Methylsulfonyl)phenyl]-5-pyrimidinol (0.19 g, 40%) was prepared as a light brown solid from 2-(4-bromophenyl)-pyrimidin-5-ol (0.50 g, 1.89 mmol), methanesulfinic acid sodium salt (0.73 g, 80%, 5.68 mmol) and Cul (1.08 g, 5.68 mmol) in DMSO (15 mL) in a manner similar to Example 83, Step 2. The crude product was purified by chromatography on a silica gel column eluted with 2:4:0.1 EtOAc/CH2Cl2/MeOH to give 0.116 g 2-[4-(methylsulfonyl)phenyl]-5-pyrimidinol as a light brown solid. Impure fra... Reactants: ClC1=NSC(=C1CO)C1CC=C(CC1)C ((3-chloro-5-(4-methylcyclohex-3-en-1-yl)isothiazol-4-yl)methanol), S(C)(=O)(=O)[O-] (mesylate), OC1=CC(=C(C=C1)CCC(=O)OCC)C(F)(F)F (ethyl 3-(4-hydroxy-2-trifluoromethylphenyl)propanoate). Product: ClC1=NSC(=C1COC1=CC(=C(C=C1)CCC(=O)O)C(F)(F)F)C1=CCC(CC1)C (3-(4-[[3-chloro-5-(4-methylcyclohex-1-en-1-yl)-1,2-thiazol-4-yl]methoxy]-2-(trifluoromethyl)phenyl)propanoic acid). RXN SMILES: [Cl:1][C:2]1[C:6]([CH2:7][OH:8])=[C:5]([CH:9]2[CH2:14][CH2:13][C:12]([CH3:15])=[CH:11][CH2:10]2)[S:4][N:3]=1.S([O-])(=O)(=O)C.O[C:22]1[CH:27]=[CH:26][C:25]([CH2:28][CH2:29][C:30]([O:32]CC)=[O:31])=[C:24]([C:35]([F:38])([F:37])[F:36])[CH:23]=1>>[Cl:1][C:2]1[C:6]([CH2:7][O:8][C:22]2[CH:27]=[CH:26][C:25]([CH2:28][CH2:29][C:30]([OH:32])=[O:31])=[C:24]([C:35]([F:36])([F:38])[F:37])[CH:23]=2)=[C:5]([C:9]2[CH2:14][CH2:13][CH:12]([CH3:15])[CH2:11][CH:10]=2)[S:4][N:3]=1. Procedure details: The title compound was prepared according to the procedure described in Example 127, following Steps 6-7, by conversion of (3-chloro-5-(4-methylcyclohex-3-en-1-yl)isothiazol-4-yl)methanol to the corresponding mesylate and coupling with ethyl 3-(4-hydroxy-2-trifluoromethylphenyl)propanoate. Upon hydrolysis, compound 276 was afforded as an off-white solid. 1H NMR (300 MHz, CD3OD) δ: 7.24-7.30 (m, 1H), 7.10-7.23 (m, 1H), 7.06-7.10 (m, 1H), 6.13 (bs, 1H), 4.96 (s, 2H), 3.11 (t, J=7.6 Hz, 2H), 2.68 (... Starting materials: N (ammonia), ClC1=C(C=CC=C1Cl)C1=CC(=C(C=C1)C(=O)O)CN1N=C(N(C1=O)C[C@@H](C(F)(F)F)O)C1=CC=C(C=C1)Cl (2′,3′-Dichloro-3-({3-(4-chlorophenyl)-5-oxo-4-[(2S)-3,3,3-trifluoro-2-hydroxypropyl]-4,5-dihydro-1H-1,2,4-triazol-1-yl}methyl)biphenyl-4-carboxylic acid), C=1C=CC2=C(C1)N=NN2O (HOBt), C(CCl)Cl (EDC), N (ammonia). Run in CN(C)C=O (DMF), O (water). Run at time 10 minute. Yields the product ClC1=C(C=CC=C1Cl)C1=CC(=C(C=C1)C(=O)N)CN1N=C(N(C1=O)C[C@@H](C(F)(F)F)O)C1=CC=C(C=C1)Cl (2′,3′-Dichloro-3-({3-(4-chlorophenyl)-5-oxo-4-[(2S)-3,3,3-trifluoro-2-hydroxypropyl]-4,5-dihydro-1H-1,2,4-triazol-1-yl}methyl)biphenyl-4-carboxamide). As a reaction SMILES: [Cl:1][C:2]1[C:7]([Cl:8])=[CH:6][CH:5]=[CH:4][C:3]=1[C:9]1[CH:14]=[CH:13][C:12]([C:15](O)=[O:16])=[C:11]([CH2:18][N:19]2[C:23](=[O:24])[N:22]([CH2:25][C@H:26]([OH:31])[C:27]([F:30])([F:29])[F:28])[C:21]([C:32]3[CH:37]=[CH:36][C:35]([Cl:38])=[CH:34][CH:33]=3)=[N:20]2)[CH:10]=1.C1C=CC2N(O)N=[N:45]C=2C=1.C(Cl)CCl.N>CN(C=O)C.O>[Cl:1][C:2]1[C:7]([Cl:8])=[CH:6][CH:5]=[CH:4][C:3]=1[C:9]1[CH:14]=[CH:13][C:12]([C:15]([NH2:45])=[O:16])=[C:11]([CH2:18][N:19]2[C:23](=[O:24])[N:22]([CH2:25][C@H:26]([OH:31])[C:27]([F:30])([F:29])[F:28])[C:21]([C:32]3[CH:37]=[CH:36][C:35]([Cl:38])=[CH:34][CH:33]=3)=[N:20]2)[CH:10]=1. Reported procedure: 45 mg (0.07 mmol) of the compound from Example 134 were initially charged in 1 ml of DMF, and 13 mg (0.09 mmol) of HOBt and 18 mg (0.09 mmol) of EDC were added. After 10 min of stirring at RT, 80 μl (1.44 mmol) of ammonia solution (35% strength in water) were added, and the mixture was stirred at RT for 16 h. Under reduced pressure, the reaction solution was then freed of excess ammonia, about 3 ml of water were added and the mixture was extracted three times with in each case 5 ml of ethyl acet... Reactants: ClC1=C(C=CC=C1)CN1C(=NC=C1CC(=O)O)SCCC (1-(2-chlorophenyl)methyl-5-carboxymethyl-2-propylthio-1H-imidazole), C(C1=CC=CC=C1)C(CC(=O)OC)C=1SC=CC1 (methyl 3-benzyl-3-(2-thienyl)propanoate), ( 7 ), ClC1=C(C=CC=C1)CN1C(=NC=C1/C=C(/C(=O)O)\CC=1SC=CC1)SCCC (E-3-[1-(2-chlorophenyl)methyl-2-propylthio-1H-imidazol-5-yl]-2-(2-thienyl)methyl-2-propenoic acid), C(CCC)C=1N(C(=CN1)/C(=C(/C(=O)O)\C1=CC=NC=C1)/C)CC1=C(C=CC=C1)Cl ((E)-3-[2-n-butyl-1-{(2-chlorophenyl)methyl}-1H-imidazol-5-yl]-2-(4-pyridyl)-methyl-2-propenoic acid). Product: C(CCC)C=1N(C(=CN1)/C=C(/C(=O)O)\C(CC1=CC=CC=C1)C=1SC=CC1)CC1=C(C=CC=C1)Cl ((E)-3-[2-n-Butyl-1-{(2-chlorophenyl)methyl}-1H-imidazol-5-yl]-2-[2-phenyl-1-(2-thienyl)ethyl]-2-propenoic Acid). As a reaction SMILES: ClC1C=CC=CC=1CN1C(CC(O)=O)=CN=C1SCCC.ClC1C=CC=CC=1CN1C(/C=C(\CC2SC=CC=2)/C(O)=O)=CN=C1SCCC.[CH2:50]([C:54]1[N:55]([CH2:71][C:72]2[CH:77]=[CH:76][CH:75]=[CH:74][C:73]=2[Cl:78])[C:56](/[C:59](/C)=C(\C2C=CN=CC=2)/C(O)=O)=[CH:57][N:58]=1)[CH2:51][CH2:52][CH3:53].[CH2:79]([CH:86]([C:92]1[S:93][CH:94]=[CH:95][CH:96]=1)[CH2:87][C:88]([O:90]C)=[O:89])[C:80]1[CH:85]=[CH:84][CH:83]=[CH:82][CH:81]=1>>[CH2:50]([C:54]1[N:55]([CH2:71][C:72]2[CH:77]=[CH:76][CH:75]=[CH:74][C:73]=2[Cl:78])[C:56](/[CH:59]=[C:87](\[CH:86]([C:92]2[S:93][CH:94]=[CH:95][CH:96]=2)[CH2:79][C:80]2[CH:85]=[CH:84][CH:83]=[CH:82][CH:81]=2)/[C:88]([OH:90])=[O:89])=[CH:57][N:58]=1)[CH2:51][CH2:52][CH3:53]. Procedure details: The title compound was prepared using the procedure of Example 1 (i, ii, iii, iv [Method B]) replacing methyl 3-(2-thienyl)propanoate with methyl 3-benzyl-3-(2-thienyl)propanoate [prepared following the procedure described in Tetra. 44 (7) 2055 (1988)]; mp 200°-202° C. Reactants: C(Cl)Cl (methylene chloride), Cl (Hydrogen chloride), ice water, FC1=CC2=C(C(=NO2)CC(=O)O)C=C1 (6-fluoro-1,2-benzisoxazole-3-acetic acid). The solvent is CO (methanol). The product is FC1=CC2=C(C(=NO2)CC(=O)OC)C=C1 (Methyl 6-fluoro-1,2-benzisoxazole-3-acetate). RXN SMILES: Cl.[F:2][C:3]1[CH:15]=[CH:14][C:6]2[C:7]([CH2:10][C:11]([OH:13])=[O:12])=[N:8][O:9][C:5]=2[CH:4]=1.[CH2:16](Cl)Cl>CO>[F:2][C:3]1[CH:15]=[CH:14][C:6]2[C:7]([CH2:10][C:11]([O:13][CH3:16])=[O:12])=[N:8][O:9][C:5]=2[CH:4]=1. Reported procedure: Hydrogen chloride gas is bubbled into a cold (ice/water bath) solution of 6-fluoro-1,2-benzisoxazole-3-acetic acid (13.7 g, 0.0702 mol) in methanol over a 15 minute period. The reaction mixture is concentrated in vacuo to obtain a brown-orange solid. Flash column chromatography of the solid using silica gel and methylene chloride gives the title product as a white solid, mp 60°-61° C.